This data is from the Open Reaction Database (ORD), a public repository of structured organic reaction records. The task is: describe an organic reaction: reactants, conditions, products, and yield Reactants: Cl (hydrogen chloride), BrC=1C=CC(=C(C(=O)OC)C1)C=O (methyl 5-bromo-2-formylbenzoate), [OH-].[Li+] (lithium hydroxide), O1CCCC1 (tetrahydrofuran). Solvent: O (H2O). Run at time 3 hour. Yields the product BrC=1C=CC(=C(C(=O)O)C1)C=O (5-bromo-2-formylbenzoic acid). The yield is 74.4%. RXN SMILES: [Br:1][C:2]1[CH:3]=[CH:4][C:5]([CH:12]=[O:13])=[C:6]([CH:11]=1)[C:7]([O:9]C)=[O:8].[OH-].[Li+].O1CCCC1.Cl>O>[Br:1][C:2]1[CH:3]=[CH:4][C:5]([CH:12]=[O:13])=[C:6]([CH:11]=1)[C:7]([OH:9])=[O:8] |f:1.2|. Procedure details: A 50 mL round-bottom flask was charged with methyl 5-bromo-2-formylbenzoate (1.00 g, 4.11 mmol, 1.00 equiv), lithium hydroxide (2.00 g, 83.5 mmol, 20.0 equiv), tetrahydrofuran (10 mL), and H2O (10 mL). The resulting solution was stirred for 3 h at room temperature. The pH value of the solution was adjusted to 6 with hydrogen chloride solution (2 mol/L). The solid were collected by filtration to yield 0.700 g (crude) of 5-bromo-2-formylbenzoic acid as a light yellow solid. LCMS (ESI, m/z): 227 [M... Isolated yield 42.9%. Procedure details: To a suspension of 2-chloro-5-(4-methoxypyridin-2-yl)aniline (165 mg), N,N′-bis(tert-butoxycarbonyl)thiourea (233 mg) and diisopropylethylamine (0.28 ml) in dichloromethane (7 ml) was added 1-methyl-2-chloropyridinium iodide (232 mg), and the mixture was stirred for 16 hours. The mixture was diluted with dichloromethane, washed with water and brine, dried over magnesium sulfate and evaporated under reduced pressure. The residue was purified by column chromatography (silica gel 30 g, n-hexane:eth... Conditions: time 16 hour. The solvent is ClCCl (dichloromethane), ClCCl (dichloromethane). The reactants are [I-].C[N+]1=C(C=CC=C1)Cl (1-methyl-2-chloropyridinium iodide), ClC1=C(N)C=C(C=C1)C1=NC=CC(=C1)OC (2-chloro-5-(4-methoxypyridin-2-yl)aniline), C(C)(C)(C)OC(=O)NC(=S)NC(=O)OC(C)(C)C (N,N′-bis(tert-butoxycarbonyl)thiourea), C(C)(C)N(CC)C(C)C (diisopropylethylamine). Yields the product C(C)(C)(C)OC(=O)NC(=NC1=C(C=CC(=C1)C1=NC=CC(=C1)OC)Cl)NC(=O)OC(C)(C)C (N,N′-bis(tert-butoxycarbonyl)-N″-(2-chloro-5-(4-methoxypyridin-2-yl)phenyl)guanidine). As a reaction SMILES: [Cl:1][C:2]1[CH:8]=[CH:7][C:6]([C:9]2[CH:14]=[C:13]([O:15][CH3:16])[CH:12]=[CH:11][N:10]=2)=[CH:5][C:3]=1[NH2:4].[C:17]([O:21][C:22]([NH:24][C:25]([NH:27][C:28]([O:30][C:31]([CH3:34])([CH3:33])[CH3:32])=[O:29])=S)=[O:23])([CH3:20])([CH3:19])[CH3:18].C(N(C(C)C)CC)(C)C.[I-].C[N+]1C=CC=CC=1Cl>ClCCl>[C:31]([O:30][C:28]([NH:27][C:25]([NH:24][C:22]([O:21][C:17]([CH3:20])([CH3:19])[CH3:18])=[O:23])=[N:4][C:3]1[CH:5]=[C:6]([C:9]2[CH:14]=[C:13]([O:15][CH3:16])[CH:12]=[CH:11][N:10]=2)[CH:7]=[CH:8][C:2]=1[Cl:1])=[O:29])([CH3:34])([CH3:33])[CH3:32] |f:3.4|. Yields the product NCCCP(OCC)(=O)C1=CC=CC=C1 (ethyl 3-aminopropyl(phenyl)phosphinate). Procedure details: To 22.72 g of ethyl 2-cyanoethyl(phenyl)phosphinate in 400 ml of ethanol are added 34 g of liquid ammonia and 4.5 g of Raney-Nickel. The mixture isheated to 80° and treated with hydrogen at 100 bar. After 30 minuteshydrogen up-take stops. The reaction mixture is filtered and the filtrate distilled to give ethyl 3-aminopropyl(phenyl)phosphinate as a colorless oil, b.p. 110°/13 Pa. As a reaction SMILES: [C:1]([CH2:3][CH2:4][P:5]([C:10]1[CH:15]=[CH:14][CH:13]=[CH:12][CH:11]=1)(=[O:9])[O:6][CH2:7][CH3:8])#[N:2].N.[H][H]>C(O)C.[Ni]>[NH2:2][CH2:1][CH2:3][CH2:4][P:5]([C:10]1[CH:11]=[CH:12][CH:13]=[CH:14][CH:15]=1)(=[O:9])[O:6][CH2:7][CH3:8]. Reactants: [H][H] (hydrogen), C(#N)CCP(OCC)(=O)C1=CC=CC=C1 (ethyl 2-cyanoethyl(phenyl)phosphinate), liquid, N (ammonia). Run in C(C)O (ethanol). Reagents/catalysts: [Ni] (Raney-Nickel). The reactants are CCCSC1=NC2(CC(c3ccccc3)Oc3ccc(Br)cc32)C(=O)N1CCC, CCO, N. Product: CCCN1C(=O)C2(CC(c3ccccc3)Oc3ccc(Br)cc32)N=C1N. Reaction SMILES: [Br:1][c:2]1[cH:3][c:4]2[c:9]([cH:10][cH:11]1)[O:8][CH:7]([c:12]1[cH:13][cH:14][cH:15][cH:16][cH:17]1)[CH2:6][C:5]21[N:18]=[C:19]([S:26][CH2:27][CH2:28][CH3:29])[N:20]([CH2:23][CH2:24][CH3:25])[C:21]1=[O:22].[CH3:31][CH2:32][OH:33].[NH3:30]>>[Br:1][c:2]1[cH:3][c:4]2[c:9]([cH:10][cH:11]1)[O:8][CH:7]([c:12]1[cH:13][cH:14][cH:15][cH:16][cH:17]1)[CH2:6][C:5]21[N:18]=[C:19]([NH2:30])[N:20]([CH2:23][CH2:24][CH3:25])[C:21]1=[O:22]. Reactants: COC([C@](C)(C1=CC=CC=C1)OC1=NC(=CC=C1[N+](=O)[O-])NCC1=C(C=C(C=C1)OC)OC)=O ((S)-2-[6-(2,4-dimethoxy-benzylamino)-3-nitro-pyridin-2-yloxy]-2-phenyl-propionic acid methyl ester). The reagents and catalysts are [Fe] (Fe). Run in CC(=O)O (AcOH). Reaction conditions: temperature 60 celsius. The product is COC1=C(CNC=2C=CC3=C(O[C@](C(N3)=O)(C3=CC=CC=C3)C)N2)C=CC(=C1)OC ((S)-6-(2,4-dimethoxy-benzylamino)-3-methyl-3-phenyl-1H-pyrido[2,3-b][1,4]oxazin-2-one). Yield: 76.3%. As a reaction SMILES: C[O:2][C:3](=O)[C@@:4]([O:12][C:13]1[C:18]([N+:19]([O-])=O)=[CH:17][CH:16]=[C:15]([NH:22][CH2:23][C:24]2[CH:29]=[CH:28][C:27]([O:30][CH3:31])=[CH:26][C:25]=2[O:32][CH3:33])[N:14]=1)([C:6]1[CH:11]=[CH:10][CH:9]=[CH:8][CH:7]=1)[CH3:5]>CC(O)=O.[Fe]>[CH3:33][O:32][C:25]1[CH:26]=[C:27]([O:30][CH3:31])[CH:28]=[CH:29][C:24]=1[CH2:23][NH:22][C:15]1[CH:16]=[CH:17][C:18]2[NH:19][C:3](=[O:2])[C@:4]([CH3:5])([C:6]3[CH:11]=[CH:10][CH:9]=[CH:8][CH:7]=3)[O:12][C:13]=2[N:14]=1. Procedure: To (S)-2-[6-(2,4-dimethoxy-benzylamino)-3-nitro-pyridin-2-yloxy]-2-phenyl-propionic acid methyl ester (253 mg, 0.54 mmol) in AcOH (7 mL) was added Fe-powder (242 mg, 4.32 mmol). The mixture was heated at 60° C. for 3 hours and then allowed to cool. The mixture was evaporated in vacuo and then the residue was purified using SiO2 chromatography (1-1.5% MeOH/CH2Cl2) to give (S)-6-(2,4-dimethoxy-benzylamino)-3-methyl-3-phenyl-1H-pyrido[2,3-b][1,4]oxazin-2-one (167 mg) as a beige solid. MS: [M+H]+=40... Reactants: O=C(Cl)Oc1ccc(Oc2ccc(C(F)(F)F)cn2)cc1, c1ccc(CCCCN2CCNCC2)cc1. Product: O=C(Oc1ccc(Oc2ccc(C(F)(F)F)cn2)cc1)N1CCN(CCCCc2ccccc2)CC1, Cl. Reaction SMILES: [Cl:1][C:2](=[O:3])[O:4][c:5]1[cH:6][cH:7][c:8]([O:11][c:12]2[n:13][cH:14][c:15]([C:18]([F:19])([F:20])[F:21])[cH:16][cH:17]2)[cH:9][cH:10]1.[c:22]1([CH2:28][CH2:29][CH2:30][CH2:31][N:32]2[CH2:33][CH2:34][NH:35][CH2:36][CH2:37]2)[cH:23][cH:24][cH:25][cH:26][cH:27]1>>[C:2](=[O:3])([O:4][c:5]1[cH:6][cH:7][c:8]([O:11][c:12]2[n:13][cH:14][c:15]([C:18]([F:19])([F:20])[F:21])[cH:16][cH:17]2)[cH:9][cH:10]1)[N:35]1[CH2:34][CH2:33][N:32]([CH2:31][CH2:30][CH2:29][CH2:28][c:22]2[cH:23][cH:24][cH:25][cH:26][cH:27]2)[CH2:37][CH2:36]1.[ClH:1]. Starting materials: BrBr (Bromine), FC1(NC(=NC=C1)SC)CC(=O)C1=CC=CC=C1 (4-Fluoro-2-(2-methylthio-4-pyrimidinyl)acetophenone). Solvent: C(C)(=O)O (acetic acid), C(C)(=O)O (acetic acid). Product: FC1(NC(=NC=C1)SC)C(C(=O)C1=CC=CC=C1)Br (4-Fluoro-2-bromo-2-(2-methylthio-4-pyrimidinyl)acetophenone). Isolated yield 99.7%. RXN SMILES: [Br:1]Br.[F:3][C:4]1([CH2:12][C:13]([C:15]2[CH:20]=[CH:19][CH:18]=[CH:17][CH:16]=2)=[O:14])[CH:9]=[CH:8][N:7]=[C:6]([S:10][CH3:11])[NH:5]1>C(O)(=O)C>[F:3][C:4]1([CH:12]([Br:1])[C:13]([C:15]2[CH:20]=[CH:19][CH:18]=[CH:17][CH:16]=2)=[O:14])[CH:9]=[CH:8][N:7]=[C:6]([S:10][CH3:11])[NH:5]1. Procedure: Bromine (1.22 g; 7.6 mmol) in acetic acid (5.6 ml) is added to a solution of 4-Fluoro-2-(2-methylthio-4-pyrimidinyl)acetophenone (2 g; 7.6 mmol) in acetic acid (40 ml). The initially thick precipitate is almost dissolved after 20 min., filtered and the filtrate evaporated to dryness. The residue is taken up in a saturated solution of NaHCO3 and extracted three times with tert.butyl methyl ether. The combined organic phases are dried over Na2SO4 and evaporated to dryness to yield 2.6 g (100%) of ... Reactants: C1CCC2=NCCCN2CC1, COCCOC, OCCc1ccccn1, CS(=O)c1cc(-c2ccco2)nc(N)n1. The product is Nc1nc(OCCc2ccccn2)cc(-c2ccco2)n1. Reaction SMILES: [CH2:25]1[CH2:26][CH2:27][C:28]2=[N:33][CH2:32][CH2:31][CH2:30][N:29]2[CH2:34][CH2:35]1.[CH3:36][O:37][CH2:38][CH2:39][O:40][CH3:41].[OH:16][CH2:17][CH2:18][c:19]1[n:20][cH:21][cH:22][cH:23][cH:24]1.[o:1]1[c:2](-[c:6]2[n:7][c:8]([NH2:15])[n:9][c:10]([S:12]([CH3:13])=[O:14])[cH:11]2)[cH:3][cH:4][cH:5]1>>[o:1]1[c:2](-[c:6]2[n:7][c:8]([NH2:15])[n:9][c:10]([O:16][CH2:17][CH2:18][c:19]3[n:20][cH:21][cH:22][cH:23][cH:24]3)[cH:11]2)[cH:3][cH:4][cH:5]1. Reactants: CC1=CC(=NC(=C1)C)C1=NC=CC=C1 (4,6-dimethyl-2,2'-bipyridine), CC=1C(=NC(=CC1)C)C1=NC=CC=C1 (3,6-dimethyl-2,2'-bipyridine), CC=1C(=NC=C(C1)C)C1=NC=CC=C1 (3,5-dimethyl-2,2'-bipyridine), C(C1=CC=CC=C1)O (benzyl alcohol), CC=1C(=NC(=CC1)C)C1=NC=CC=C1 (3,6-dimethyl-2,2'-bipyridine), mixture, CC=1C(=NC=C(C1)C)C1=NC=CC=C1 (3,5-dimethyl-2,2'-bipyridine). Run in CN(P(N(C)C)(N(C)C)=O)C (hexamethylphosphoric acid triamide). Run at time 45 minute. Yields the product 3,6- and 3,5-dimethyl-2,2'-bipyridine, C(C1=CC=CC=C1)O (benzyl alcohol), C(=C)C1=CC(=NC(=C1)C)C1=NC=CC=C1 (4-vinyl-6-methyl-2,2'-bipyridine). Isolated yield 61.0%. Reaction SMILES: [CH3:1][C:2]1[CH:7]=[C:6]([CH3:8])[N:5]=[C:4]([C:9]2[CH:14]=[CH:13][CH:12]=[CH:11][N:10]=2)[CH:3]=1.[CH3:15]C1C(C2C=CC=CN=2)=NC(C)=CC=1.CC1C(C2C=CC=CN=2)=NC=C(C)C=1.[CH2:43]([OH:50])[C:44]1[CH:49]=[CH:48][CH:47]=[CH:46][CH:45]=1>CN(C)P(=O)(N(C)C)N(C)C>[CH2:43]([OH:50])[C:44]1[CH:49]=[CH:48][CH:47]=[CH:46][CH:45]=1.[CH:1]([C:2]1[CH:7]=[C:6]([CH3:8])[N:5]=[C:4]([C:9]2[CH:14]=[CH:13][CH:12]=[CH:11][N:10]=2)[CH:3]=1)=[CH2:15]. Procedure details: 500 g (2.75 mols) of a mixture of isomers, consisting of 4,6-dimethyl-2,2'-bipyridine (45% by weight), 3,6-dimethyl-2,2'-bipyridine (45% by weight) and 3,5-dimethyl-2,2'-bipyridine (10% by weight), are reacted in accordance with the procedure of Example 1(a). The crude product formed is heated under 133 to 400 Pa for 2 hours at 120° to 125° C. and then for 45 minutes at 170° C. (bath temperature). 299 g of a distillate are thus obtained which has a boiling range of 65°-107° C. and which is compo...